From a dataset of the Open Reaction Database (ORD), a public repository of structured organic reaction records. describe an organic reaction: reactants, conditions, products, and yield The reactants are CS(=O)(=O)OCCCC=1C=CC(=NC1)OC (3-(2-methoxy-5-pyridyl)propyl methanesulfonate), N1C=NC=C1 (imidazole). Product: N1(C=NC=C1)CCCC=1C=CC(=NC1)OC (5-[3-(1-imidazolyl)propyl]-2-methoxypyridine). Yield: 94.0%. Reaction SMILES: CS(O[CH2:6][CH2:7][CH2:8][C:9]1[CH:10]=[CH:11][C:12]([O:15][CH3:16])=[N:13][CH:14]=1)(=O)=O.[NH:17]1[CH:21]=[CH:20][N:19]=[CH:18]1>>[N:17]1([CH2:6][CH2:7][CH2:8][C:9]2[CH:10]=[CH:11][C:12]([O:15][CH3:16])=[N:13][CH:14]=2)[CH:21]=[CH:20][N:19]=[CH:18]1. Procedure: In substantially the same manner as in Reference Example 88, 3-(2-methoxy-5-pyridyl)propyl methanesulfonate was reacted with imidazole to give 5-[3-(1-imidazolyl)propyl]-2-methoxypyridine. The yield was 94%. Oily substance. RXN SMILES: [NH:1]1[C:9]2[C:4](=[CH:5][C:6]([C:10]([OH:12])=O)=[CH:7][CH:8]=2)[CH:3]=[CH:2]1.[OH-].[NH4+:14]>CN(C)C=O>[CH:7]1[C:6]([C:10]([NH2:14])=[O:12])=[CH:5][C:4]2[CH:3]=[CH:2][NH:1][C:9]=2[CH:8]=1 |f:1.2|. Solvent: CN(C=O)C (dimethylformamide). Procedure: To a solution of 8.06 gm (50 mmol) indole-5-carboxylic acid in 150 ml dimethylformamide were added 8.11 gm (50 mmol) carbonylidiimidazole and the reaction mixture stirred at ambient temperature for 3 hours. The reaction mixture was then added dropwise to 150 ml concentrated ammonium hydroxide and the reaction mixture was stirred for 18 hours at ambient temperature. The reaction mixture was concentrated under reduced pressure to give a viscous oil which was subjected to silica gel chromatography,... The product is C1=CC2=C(C=CN2)C=C1C(=O)N (5-carboxamidoindole). Run at time 3 hour. Starting materials: N1C=CC2=CC(=CC=C12)C(=O)O (indole-5-carboxylic acid), [OH-].[NH4+] (ammonium hydroxide). The reactants are [Si](C)(C)(C(C)(C)C)OC[C@H]1N(C[C@H](C=C1C1CC1)O)C(=O)OC(C)(C)C ((2S,5S)-tert-butyl 2-((tert-butyldimethylsilyloxy)methyl)-3-cyclopropyl-5-hydroxy-5,6-dihydropyridine-1(2H)-carboxylate), [Si](C)(C)(C(C)(C)C)OC[C@H]1N(C[C@H](C=C1C1CC1)O)C(=O)OC(C)(C)C ((2S,5S)-tert-butyl 2-((tert-butyldimethylsilyloxy)methyl)-3-cyclopropyl-5-hydroxy-5,6-dihydropyridine-1(2H)-carboxylate), C(C=C)ONS(=O)(=O)C1=C(C=CC=C1)[N+](=O)[O-] (N-(allyloxy)-2-nitrobenzenesulfonamide), C(C=C)ONS(=O)(=O)C1=C(C=CC=C1)[N+](=O)[O-] (N-(allyloxy)-2-nitrobenzenesulfonamide), C(C=C)ON(S(=O)(=O)C1=C(C=CC=C1)[N+](=O)[O-])[C@@H]1C(=C[C@H](N(C1)C(=O)OC(C)(C)C)CO[Si](C)(C)C(C)(C)C)C ((2S,5R)-tert-butyl 5-(N-(allyloxy)-2-nitrophenylsulfonamido)-2-((tert-butyldimethylsilyloxy)methyl)-4-methyl-5,6-dihydropyridine-1(2H)-carboxylate). Yields the product C(C=C)ON(S(=O)(=O)C1=C(C=CC=C1)[N+](=O)[O-])[C@@H]1C=C([C@H](N(C1)C(=O)OC(C)(C)C)CO[Si](C)(C)C(C)(C)C)C1CC1 ((2S,5R)-tert-butyl 5-(N-(allyloxy)-2-nitrophenylsulfonamido)-2-((tert-butyldimethylsilyloxy)methyl)-3-cyclopropyl-5,6-dihydropyridine-1(2H)-carboxylate), oil. The yield is 71.0%. As a reaction SMILES: [Si:1]([O:8][CH2:9][C@@H:10]1[C:15]([CH:16]2[CH2:18][CH2:17]2)=[CH:14][C@H:13](O)[CH2:12][N:11]1[C:20]([O:22][C:23]([CH3:26])([CH3:25])[CH3:24])=[O:21])([C:4]([CH3:7])([CH3:6])[CH3:5])([CH3:3])[CH3:2].[CH2:27]([O:30][NH:31][S:32]([C:35]1[CH:40]=[CH:39][CH:38]=[CH:37][C:36]=1[N+:41]([O-:43])=[O:42])(=[O:34])=[O:33])[CH:28]=[CH2:29].C(ON([C@H]1CN(C(OC(C)(C)C)=O)[C@H](CO[Si](C(C)(C)C)(C)C)C=C1C)S(C1C=CC=CC=1[N+]([O-])=O)(=O)=O)C=C>>[CH2:27]([O:30][N:31]([C@H:13]1[CH2:12][N:11]([C:20]([O:22][C:23]([CH3:24])([CH3:25])[CH3:26])=[O:21])[C@H:10]([CH2:9][O:8][Si:1]([C:4]([CH3:7])([CH3:5])[CH3:6])([CH3:3])[CH3:2])[C:15]([CH:16]2[CH2:17][CH2:18]2)=[CH:14]1)[S:32]([C:35]1[CH:40]=[CH:39][CH:38]=[CH:37][C:36]=1[N+:41]([O-:43])=[O:42])(=[O:34])=[O:33])[CH:28]=[CH2:29]. Procedure: The title compound was prepared from (2S,5S)-tert-butyl 2-((tert-butyldimethylsilyloxy)methyl)-3-cyclopropyl-5-hydroxy-5,6-dihydropyridine-1(2H)-carboxylate (Intermediate 238, 2.74 g, 7.14 mmol) and N-(allyloxy)-2-nitrobenzenesulfonamide (Intermediate 9, 1.85 g, 7.14 mmol) following the procedure described for Intermediate 10. The desired product was obtained as a light yellow oil (3.19 g, 71%). Reactants: BrC1=CC=2[C@]3(C4=CC(=CC=C4OC2C=C1)I)N=C(OC3)N ((R)-2′-bromo-7′-iodo-5H-spiro[oxazole-4,9′-xanthen]-2-amine), N1=CC(=CC=C1)B(O)O (pyridin-3-ylboronic acid), COCCOC (DME), C([O-])([O-])=O.[Na+].[Na+] (sodium carbonate). Reagents/catalysts: C=1C=CC(=CC1)[P](C=2C=CC=CC2)(C=3C=CC=CC3)[Pd]([P](C=4C=CC=CC4)(C=5C=CC=CC5)C=6C=CC=CC6)([P](C=7C=CC=CC7)(C=8C=CC=CC8)C=9C=CC=CC9)[P](C=1C=CC=CC1)(C=1C=CC=CC1)C=1C=CC=CC1 (tetrakis(triphenylphosphine)palladium(0)). Run in O (water), C(C)(=O)OCC (ethyl acetate). Run at temperature 70 celsius. The product is BrC1=CC=2[C@]3(C4=CC(=CC=C4OC2C=C1)C=1C=NC=CC1)N=C(OC3)N ((S)-2′-bromo-7′-(pyridin-3-yl)-5H-spiro[oxazole-4,9′-xanthen]-2-amine). RXN SMILES: [Br:1][C:2]1[CH:15]=[CH:14][C:13]2[O:12][C:11]3[C:6](=[CH:7][C:8](I)=[CH:9][CH:10]=3)[C@@:5]3([CH2:20][O:19][C:18]([NH2:21])=[N:17]3)[C:4]=2[CH:3]=1.[N:22]1[CH:27]=[CH:26][CH:25]=[C:24](B(O)O)[CH:23]=1.COCCOC.C(=O)([O-])[O-].[Na+].[Na+]>O.C(OCC)(=O)C.C1C=CC([P]([Pd]([P](C2C=CC=CC=2)(C2C=CC=CC=2)C2C=CC=CC=2)([P](C2C=CC=CC=2)(C2C=CC=CC=2)C2C=CC=CC=2)[P](C2C=CC=CC=2)(C2C=CC=CC=2)C2C=CC=CC=2)(C2C=CC=CC=2)C2C=CC=CC=2)=CC=1>[Br:1][C:2]1[CH:15]=[CH:14][C:13]2[O:12][C:11]3[C:6](=[CH:7][C:8]([C:24]4[CH:23]=[N:22][CH:27]=[CH:26][CH:25]=4)=[CH:9][CH:10]=3)[C@@:5]3([CH2:20][O:19][C:18]([NH2:21])=[N:17]3)[C:4]=2[CH:3]=1 |f:3.4.5,^1:53,55,74,93|. Reported procedure: A 250 ml RB flask was charged with (R)-2′-bromo-7′-iodo-5H-spiro[oxazole-4,9′-xanthen]-2-amine (4.06 g, 8.88 mmol), pyridin-3-ylboronic acid (1.419 g, 11.55 mmol), tetrakis(triphenylphosphine)palladium(0) (1.026 g, 0.888 mmol). DME (63.4 mL) and sodium carbonate (13.32 mL, 26.6 mmol) (2M solution) were added and the mixture was heated at 70° C. for 15 hrs. The mixture was diluted with water and ethyl acetate, filtered and organic layer was separated and concentrated. The crude material was purif... Starting materials: OCC1=CC=C(C=C1)C1=C(N=C(N1)C1=CC=CC2=CC=CC=C12)C(=O)NC=1SC=CN1 (5-(4-hydroxymethylphenyl)-2-(1-naphthyl)-N-(2-thiazolyl)imidazole-4-carboxamide). Solvent: N1=CC=CC=C1 (pyridine), C(CC)(=O)OC(CC)=O (propionic anhydride). Yields the product C1(=CC=CC2=CC=CC=C12)C=1NC(=C(N1)C(=O)NC=1SC=CN1)C1=CC=C(C=C1)COC(CC)=O (2-(1-naphthyl)-5-(4-propionyloxymethylphenyl)-N-(2-thiazolyl)imidazole-4-carboxamide). Yield: 88.4%. Reaction SMILES: [OH:1][CH2:2][C:3]1[CH:8]=[CH:7][C:6]([C:9]2[NH:13][C:12]([C:14]3[C:23]4[C:18](=[CH:19][CH:20]=[CH:21][CH:22]=4)[CH:17]=[CH:16][CH:15]=3)=[N:11][C:10]=2[C:24]([NH:26][C:27]2[S:28][CH:29]=[CH:30][N:31]=2)=[O:25])=[CH:5][CH:4]=1>N1C=CC=CC=1.C(OC(=O)CC)(=O)CC>[C:14]1([C:12]2[NH:13][C:9]([C:6]3[CH:5]=[CH:4][C:3]([CH2:2][O:1][C:2](=[O:1])[CH2:3][CH3:4])=[CH:8][CH:7]=3)=[C:10]([C:24]([NH:26][C:27]3[S:28][CH:29]=[CH:30][N:31]=3)=[O:25])[N:11]=2)[C:23]2[C:18](=[CH:19][CH:20]=[CH:21][CH:22]=2)[CH:17]=[CH:16][CH:15]=1. Procedure details: 5-(4-Hydroxymethylphenyl)-2-(1-naphthyl)-N-(2-thiazolyl)-imidazole-4-carboxamide (300 mg) obtained in Example 61 was dissolved in pyridine (5 ml) and propionic anhydride (5 ml), and the mixture was left standingfor 12 hr. Thereaction mixture was poured into icewater and extracted with ethyl acetate. The ethyl acetate layer was washed with water and, after drying, concentrated. The obtained residue was recrystallized from ethyl acetate to give 2-(1-naphthyl)-5-(4-propionyloxymethylphenyl)-N-(2-th... Starting materials: C(#C)[Si](C)(C)C (ethynyltrimethylsilane), IC=1C(=NN(C1NC(C)=O)C)C1=CC=CC=C1 (N-(4-iodo-1-methyl-3-phenyl-1H-pyrazol-5-yl)acetamide). The reagents and catalysts are [Cu](I)I (Copper iodide), Cl[Pd]([P](C1=CC=CC=C1)(C2=CC=CC=C2)C3=CC=CC=C3)([P](C4=CC=CC=C4)(C5=CC=CC=C5)C6=CC=CC=C6)Cl (bis(triphenylphosphine)palladium(II) dichloride). The solvent is C(C)(=O)OCC (ethyl acetate), O (water), CN(C)C=O (DMF), C(C)N(CC)CC (triethylamine). Reaction conditions: temperature 90 celsius, time 3 hour. Product: CN1N=C(C(=C1NC(C)=O)C#C[Si](C)(C)C)C1=CC=CC=C1 (N-(1-methyl-3-phenyl-4-((trimethylsilyl)ethynyl)-1H-pyrazol-5-yl)acetamide). Isolated yield 49.2%. As a reaction SMILES: I[C:2]1[C:3]([C:12]2[CH:17]=[CH:16][CH:15]=[CH:14][CH:13]=2)=[N:4][N:5]([CH3:11])[C:6]=1[NH:7][C:8](=[O:10])[CH3:9].[C:18]([Si:20]([CH3:23])([CH3:22])[CH3:21])#[CH:19]>CN(C=O)C.C(N(CC)CC)C.C(OCC)(=O)C.O.[Cu](I)I.Cl[Pd](Cl)([P](C1C=CC=CC=1)(C1C=CC=CC=1)C1C=CC=CC=1)[P](C1C=CC=CC=1)(C1C=CC=CC=1)C1C=CC=CC=1>[CH3:11][N:5]1[C:6]([NH:7][C:8](=[O:10])[CH3:9])=[C:2]([C:19]#[C:18][Si:20]([CH3:23])([CH3:22])[CH3:21])[C:3]([C:12]2[CH:17]=[CH:16][CH:15]=[CH:14][CH:13]=2)=[N:4]1 |^1:48,67|. Procedure: Nitrogen was bubbled through a mixture of N-(4-iodo-1-methyl-3-phenyl-1H-pyrazol-5-yl)acetamide (5 g, 15 mmol) in DMF (15 mL) and triethylamine (35 mL) for 15 min. Copper iodide (0.56 g, 3.0 mmol), bis(triphenylphosphine)palladium(II) dichloride (0.53 g, 0.75 mmol) and ethynyltrimethylsilane (3.0 g, 30 mmol) were added and the reaction mixture was stirred in a sealed tube at 90° C. under nitrogen for 3 h. The reaction mixture was cooled to room temperature, diluted with ethyl acetate and water. ...